Dataset: the Open Reaction Database (ORD), a public repository of structured organic reaction records. Task: describe an organic reaction: reactants, conditions, products, and yield The reactants are C1CCOC1, O=CN1CCC(c2ccccc2Cc2ccccc2)C1, O. Product: CN1CCC(c2ccccc2Cc2ccccc2)C1. Reaction SMILES: [CH2:22]1[O:23][CH2:24][CH2:25][CH2:26]1.[CH:1](=[O:2])[N:3]1[CH2:4][CH:5]([c:8]2[c:9]([CH2:14][c:15]3[cH:16][cH:17][cH:18][cH:19][cH:20]3)[cH:10][cH:11][cH:12][cH:13]2)[CH2:6][CH2:7]1.[OH2:21]>>[CH3:1][N:3]1[CH2:4][CH:5]([c:8]2[c:9]([CH2:14][c:15]3[cH:16][cH:17][cH:18][cH:19][cH:20]3)[cH:10][cH:11][cH:12][cH:13]2)[CH2:6][CH2:7]1. The reactants are [Br-], [Br-], [Br-], C1CCOC1, CC(=O)C1=CC2SC=CC2S1, C[N+](C)(C)c1ccccc1, C[N+](C)(C)c1ccccc1, C[N+](C)(C)c1ccccc1. Yields the product O=C(CBr)C1=CC2SC=CC2S1. As a reaction SMILES: [Br-:12].[Br-:13].[Br-:14].[CH2:45]1[O:46][CH2:47][CH2:48][CH2:49]1.[S:1]1[CH:2]2[CH:3]([CH:4]=[C:5]1[C:6]([CH3:7])=[O:8])[S:9][CH:10]=[CH:11]2.[c:15]1([N+:16]([CH3:17])([CH3:18])[CH3:19])[cH:20][cH:21][cH:22][cH:23][cH:24]1.[c:25]1([N+:26]([CH3:27])([CH3:28])[CH3:29])[cH:30][cH:31][cH:32][cH:33][cH:34]1.[c:35]1([N+:36]([CH3:37])([CH3:38])[CH3:39])[cH:40][cH:41][cH:42][cH:43][cH:44]1>>[S:1]1[CH:2]2[CH:3]([CH:4]=[C:5]1[C:6]([CH2:7][Br:12])=[O:8])[S:9][CH:10]=[CH:11]2. The product is BrC=1C=C(C=C(C1)F)O (3-bromo-5-fluoro-phenol). RXN SMILES: [Cl-].[Al+3].[Cl-].[Cl-].C([O:12][C:13]1[CH:18]=[C:17]([F:19])[CH:16]=[C:15]([Br:20])[CH:14]=1)C1C=CC=CC=1.CN(C)C1C=CC=CC=1.Cl>ClCCl>[Br:20][C:15]1[CH:14]=[C:13]([OH:12])[CH:18]=[C:17]([F:19])[CH:16]=1 |f:0.1.2.3|. Procedure: Add aluminum chloride (13.51 g, 101.38 mmol) to 1-benzyloxy-3-bromo-5-fluoro-benzene (9.50 g, 33.79 mmol, prepared according to WO 03/101956) and dimethylaniline (40.96 g, 337.92 mmol) in dichloromethane (84 mL) at −0° C. under nitrogen and stir 10 minutes. Remove ice-bath and stir 2 hours. Add 60 mL 2N hydrochloric acid dropwise. Separate layers and wash the organic layer with 2N hydrochloric acid (4×50 mL). Extract the organic layer with 3N potassium hydroxide (4×50 mL). Acidify with 5N hydroc... Reaction conditions: time 10 minute. Isolated yield 66.6%. Reactants: Cl (hydrochloric acid), [Cl-].[Al+3].[Cl-].[Cl-] (aluminum chloride), C(C1=CC=CC=C1)OC1=CC(=CC(=C1)F)Br (1-benzyloxy-3-bromo-5-fluoro-benzene), CN(C1=CC=CC=C1)C (dimethylaniline). Run in ClCCl (dichloromethane). The reactants are C(C)(C)(C)ON1C(C2=CC=C(C=3C2=C(C1=O)C=C(C3Cl)Cl)N3CCCC3)=O (2-tert-butyloxy-5,6-dichloro-7-(pyrrolidin-1-yl)-benzo[de]isoquinoline-1,3-dione), C(=O)(C(F)(F)F)O (TFA), ice water. Reaction conditions: time 2 hour. The product is ClC=1C(=C2C3=C(C(N(C(C3=CC=C2N2CCCC2)=O)O)=O)C1)Cl (5,6-Dichloro-2-hydroxy-7-(pyrrolidin-1-yl)-benzo[de]-isoquinoline-1,3-dione). Yield: 61.7%. RXN SMILES: C([O:5][N:6]1[C:15](=[O:16])[C:14]2[CH:17]=[C:18]([Cl:21])[C:19]([Cl:20])=[C:12]3[C:13]=2[C:8](=[CH:9][CH:10]=[C:11]3[N:22]2[CH2:26][CH2:25][CH2:24][CH2:23]2)[C:7]1=[O:27])(C)(C)C.C(O)(C(F)(F)F)=O>>[Cl:21][C:18]1[C:19]([Cl:20])=[C:12]2[C:11]([N:22]3[CH2:26][CH2:25][CH2:24][CH2:23]3)=[CH:10][CH:9]=[C:8]3[C:13]2=[C:14]([CH:17]=1)[C:15](=[O:16])[N:6]([OH:5])[C:7]3=[O:27]. Reported procedure: A mixture of 2-tert-butyloxy-5,6-dichloro-7-(pyrrolidin-1-yl)-benzo[de]isoquinoline-1,3-dione (50.0 mg, 0.12 mmol, from Example M3-B) and TFA (1.0 mL) was stirred at room temperature for 2 hours and poured into ice water. The solid was washed with water and ether, and dried to give 26 mg of the title compound, mp 200-201 ° C. Product: ClC=1C=C(C=2N(N1)C=C(N2)C(=O)OCC)N2CCOCC2 (Ethyl 6-chloro-8-morpholinoimidazo[1,2-b]pyridazine-2-carboxylate). Solvent: C(C)#N (acetonitrile). As a reaction SMILES: Br[C:2]1[C:3]2[N:4]([CH:9]=[C:10]([C:12]([O:14][CH2:15][CH3:16])=[O:13])[N:11]=2)[N:5]=[C:6]([Cl:8])[CH:7]=1.CCN(C(C)C)C(C)C.[NH:26]1[CH2:31][CH2:30][O:29][CH2:28][CH2:27]1>C(#N)C>[Cl:8][C:6]1[CH:7]=[C:2]([N:26]2[CH2:31][CH2:30][O:29][CH2:28][CH2:27]2)[C:3]2[N:4]([CH:9]=[C:10]([C:12]([O:14][CH2:15][CH3:16])=[O:13])[N:11]=2)[N:5]=1. Procedure details: To a solution of compound 5a (10.6 g, 34.8 mmol) in acetonitrile (150 mL) was added DIEA (10.9 mL, 62.6 mmol) and morpholine (3.60 mL, 42.0 mmol). The reaction mixture was stirred at rt for 1 h, during which time the entire solution solidified. The resulting mixture was left at rt for 3 h, then was poured into ice water (200 mL), and the precipitates were collected by filtration, and dried under high vacuum. Compound 5b was obtained as a white solid. 1H-NMR (400 MHz, CDCl3) δ (ppm): 8.25 (s, 1H)... Run at time 1 hour. The reactants are BrC=1C=2N(N=C(C1)Cl)C=C(N2)C(=O)OCC (Ethyl 8-bromo-6-chloroimidazo[1,2-b]pyridazine-2-carboxylate), CCN(C(C)C)C(C)C (DIEA), N1CCOCC1 (morpholine), ice water. Starting materials: 1E, BrC1=C2C(C(N(C2=CC=C1)CCCCC)=O)C1=CC2=C(OCO2)C=C1O (4-bromo-3-(6-hydroxy-1,3-benzodioxol-5-yl)-1-pentyl-1,3-dihydro-2H-indol-2-one), C1(CC1)CCN1C(C(C2=CC=CC=C12)C1=CC2=C(OCO2)C=C1O)=O (1-(2-cyclopropylethyl)-3-(6-hydroxy-1,3-benzodioxol-5-yl)-1,3-dihydro-2H-indol-2-one). Product: C1(CC1)CCN1C(C(C2=CC=CC=C12)(CO)C1=CC2=C(OCO2)C=C1O)=O (1-(2-cyclopropylethyl)-3-(6-hydroxy-1,3-benzodioxol-5-yl)-3-(hydroxymethyl)-1,3-dihydro-2H-indol-2-one). As a reaction SMILES: Br[C:2]1[CH:10]=[CH:9][CH:8]=[C:7]2[C:3]=1[CH:4]([C:17]1[C:25]([OH:26])=[CH:24][C:20]3[O:21][CH2:22][O:23][C:19]=3[CH:18]=1)[C:5](=[O:16])[N:6]2[CH2:11][CH2:12][CH2:13][CH2:14][CH3:15].C1(CCN2C3C(=CC=CC=3)C(C3C(O)=C[C:44]4[O:45]COC=4C=3)C2=O)CC1>>[CH:13]1([CH2:12][CH2:11][N:6]2[C:7]3[C:3](=[CH:2][CH:10]=[CH:9][CH:8]=3)[C:4]([C:17]3[C:25]([OH:26])=[CH:24][C:20]4[O:21][CH2:22][O:23][C:19]=4[CH:18]=3)([CH2:44][OH:45])[C:5]2=[O:16])[CH2:14][CH2:15]1. Procedure: Following the procedure as described in PREPARATION 1E, making variations to replace 4-bromo-3-(6-hydroxy-1,3-benzodioxol-5-yl)-1-pentyl-1,3-dihydro-2H-indol-2-one with 1-(2-cyclopropylethyl)-3-(6-hydroxy-1,3-benzodioxol-5-yl)-1,3-dihydro-2H-indol-2-one, the title compound was obtained (53%): Rf=0.28 (EtOAc/Hexanes, 1/1). Starting materials: [1,1′-Bis(diphenylphosphino)ferrocene]dichloropalladium[II], BrC1=CC=C(C=C1)S(=O)(=O)N1CC=2N(CC3=C1C=CC=C3)C(=CC2)C(=O)NCC=2C=NC=CC2 (10-[(4-Bromophenyl)sulfonyl]-N-(pyridin-3-ylmethyl)-10,11-dihydro-5H-pyrrolo[2,1-c][1,4]benzodiazepine-3-carboxamide), COC1=C(C=CC=C1)B(O)O (2-methoxyphenylboronic acid), C([O-])([O-])=O.[K+].[K+] (potassium carbonate). The solvent is C(OC)COC (dimethoxyethane). Run at temperature 90 celsius. The product is COC1=C(C=CC=C1)C1=CC=C(C=C1)S(=O)(=O)N1CC=2N(CC3=C1C=CC=C3)C(=CC2)C(=O)NCC=2C=NC=CC2 (10-[(2′-Methoxy-1,1′-biphenyl-4-yl)sulfonyl]-N-(pyridin-3-ylmethyl)-10,11-dihydro-5H-pyrrolo[2,1-c][1,4]benzodiazepine-3-carboxamide). The yield is 114.3%. As a reaction SMILES: Br[C:2]1[CH:7]=[CH:6][C:5]([S:8]([N:11]2[C:17]3[CH:18]=[CH:19][CH:20]=[CH:21][C:16]=3[CH2:15][N:14]3[C:22]([C:25]([NH:27][CH2:28][C:29]4[CH:30]=[N:31][CH:32]=[CH:33][CH:34]=4)=[O:26])=[CH:23][CH:24]=[C:13]3[CH2:12]2)(=[O:10])=[O:9])=[CH:4][CH:3]=1.[CH3:35][O:36][C:37]1[CH:42]=[CH:41][CH:40]=[CH:39][C:38]=1B(O)O.C(=O)([O-])[O-].[K+].[K+]>C(COC)OC>[CH3:35][O:36][C:37]1[CH:42]=[CH:41][CH:40]=[CH:39][C:38]=1[C:2]1[CH:7]=[CH:6][C:5]([S:8]([N:11]2[C:17]3[CH:18]=[CH:19][CH:20]=[CH:21][C:16]=3[CH2:15][N:14]3[C:22]([C:25]([NH:27][CH2:28][C:29]4[CH:30]=[N:31][CH:32]=[CH:33][CH:34]=4)=[O:26])=[CH:23][CH:24]=[C:13]3[CH2:12]2)(=[O:10])=[O:9])=[CH:4][CH:3]=1 |f:2.3.4|. Procedure: A mixture of 10-[(4-bromophenyl)sulfonyl]-N-(pyridin-3-ylmethyl)-10,11-dihydro-5H-pyrrolo[2,1-c][1,4]benzodiazepine-3-carboxamide of Step C (0.500 g, 0.93 mmol), 2-methoxyphenylboronic acid (0.212 g, 1.40 mmol) and potassium carbonate (0.386 g, 2.79 mmol) in dimethoxyethane:water (8 mL:2 mL) was purged with nitrogen for 10 minutes. [1,1′-Bis(diphenylphosphino)ferrocene]dichloropalladium[II] (38 mg, 0.0465 mmol) was then added and the reaction mixture heated to 90° C. for 21 hours. The cooled rea...